describe an organic reaction: reactants, conditions, products, and yield From a dataset of the Open Reaction Database (ORD), a public repository of structured organic reaction records. The reactants are Cl (HCl), 27.3, intermediate 18, C(C1=CC=CC=C1)(=O)C=1C=C2CCC(NC2=CC1)=O (6-benzoyl-3,4-dihydro-2(1H)-quinolinone), [OH-].[Na+] (sodium hydroxide), [BH4-].[Na+] (sodium tetrahydroborate). Solvent: O (water), CO (methanol). Conditions: time 10 minute. Product: 21.9, OC(C=1C=C2CCC(NC2=CC1)=O)C1=CC=CC=C1 (3,4-dihydro-6-(hydroxyphenylmethyl)-2(1H)-quinolinone). The yield is 78.6%. As a reaction SMILES: [C:1]([C:9]1[CH:10]=[C:11]2[C:16](=[CH:17][CH:18]=1)[NH:15][C:14](=[O:19])[CH2:13][CH2:12]2)(=[O:8])[C:2]1[CH:7]=[CH:6][CH:5]=[CH:4][CH:3]=1.[OH-].[Na+].[BH4-].[Na+].Cl>O.CO>[OH:8][CH:1]([C:2]1[CH:7]=[CH:6][CH:5]=[CH:4][CH:3]=1)[C:9]1[CH:10]=[C:11]2[C:16](=[CH:17][CH:18]=1)[NH:15][C:14](=[O:19])[CH2:13][CH2:12]2 |f:1.2,3.4|. Procedure details: To a suspension of 27.3 parts of intermediate 18, namely 6-benzoyl-3,4-dihydro-2(1H)-quinolinone, in 790 parts of methanol were added 115 parts of an aqueous sodium hydroxide solution 1N. After stirring for 10 min., there were added at once 4.54 parts of sodium tetrahydroborate. Stirring was continued over weekend at room temperature. There were added 110 ml of HCl 1N and 1000 parts of water. The precipitate was filtered off, stirred in water for 15 min and then taken up in a mixture of methanol... The reactants are CO, [Na+], [OH-], O, CCOC(=O)C(C)c1ccc(CC2CCCCC2=NO)cc1. The product is CC(C(=O)O)c1ccc(CC2CCCCC2=NO)cc1. As a reaction SMILES: [CH3:26][OH:27].[Na+:24].[OH-:23].[OH2:25].[OH:1][N:2]=[C:3]1[CH:4]([CH2:9][c:10]2[cH:11][cH:12][c:13]([CH:16]([C:17](=[O:18])[O:19][CH2:20][CH3:21])[CH3:22])[cH:14][cH:15]2)[CH2:5][CH2:6][CH2:7][CH2:8]1>>[OH:1][N:2]=[C:3]1[CH:4]([CH2:9][c:10]2[cH:11][cH:12][c:13]([CH:16]([C:17](=[O:18])[OH:19])[CH3:22])[cH:14][cH:15]2)[CH2:5][CH2:6][CH2:7][CH2:8]1. The reactants are CS(C)=O, Fc1ccc2[nH]cc(C3=CCNCC3)c2c1, Cc1ccc(S(=O)(=O)OCC2CCc3ccc4ncccc4c3O2)cc1. The product is Fc1ccc2[nH]cc(C3=CCN(CC4CCc5ccc6ncccc6c5O4)CC3)c2c1. Reaction SMILES: [CH3:43][S:44]([CH3:45])=[O:46].[F:27][c:28]1[cH:29][c:30]2[c:31]([C:37]3=[CH:42][CH2:41][NH:40][CH2:39][CH2:38]3)[cH:32][nH:33][c:34]2[cH:35][cH:36]1.[n:1]1[cH:2][cH:3][cH:4][c:5]2[c:6]3[c:11]([cH:12][cH:13][c:14]12)[CH2:10][CH2:9][CH:8]([CH2:15][O:16][S:17]([c:18]1[cH:19][cH:20][c:21]([CH3:22])[cH:23][cH:24]1)(=[O:25])=[O:26])[O:7]3>>[n:1]1[cH:2][cH:3][cH:4][c:5]2[c:6]3[c:11]([cH:12][cH:13][c:14]12)[CH2:10][CH2:9][CH:8]([CH2:15][N:40]1[CH2:39][CH2:38][C:37]([c:31]2[c:30]4[cH:29][c:28]([F:27])[cH:36][cH:35][c:34]4[nH:33][cH:32]2)=[CH:42][CH2:41]1)[O:7]3. The reactants are CCOC(=O)c1nccn1C, O=[N+]([O-])O, O=S(=O)(O)O. RXN SMILES: [CH3:1][n:2]1[c:3]([C:7](=[O:8])[O:9][CH2:10][CH3:11])[n:4][cH:5][cH:6]1.[OH:12][N+:13]([O-:14])=[O:15].[S:16](=[O:17])(=[O:18])([OH:19])[OH:20]>>[CH3:1][n:2]1[c:3]([C:7](=[O:8])[O:9][CH2:10][CH3:11])[n:4][c:5]([N+:13](=[O:12])[O-:14])[cH:6]1. Product: CCOC(=O)c1nc([N+](=O)[O-])cn1C. Reactants: N1=CC=CC2=CC(=CC=C12)O (quinolin-6-ol), C(CCCCCC)N=C=O (heptyl isocyanate), C([O-])([O-])=O.[K+].[K+] (potassium carbonate), [I-].[Na+] (sodium iodide). The solvent is CN(C=O)C (dimethylformamide), O (water). Reaction conditions: temperature 50 celsius, time 12 hour. The product is N1=CC=CC2=CC(=CC=C12)OC(NCCCCCCC)=O (Heptyl-Carbamic Acid quinolin-6-yl ester). As a reaction SMILES: [N:1]1[C:10]2[C:5](=[CH:6][C:7]([OH:11])=[CH:8][CH:9]=2)[CH:4]=[CH:3][CH:2]=1.[CH2:12]([N:19]=[C:20]=[O:21])[CH2:13][CH2:14][CH2:15][CH2:16][CH2:17][CH3:18].C(=O)([O-])[O-].[K+].[K+].[I-].[Na+]>CN(C)C=O.O>[N:1]1[C:10]2[C:5](=[CH:6][C:7]([O:11][C:20](=[O:21])[NH:19][CH2:12][CH2:13][CH2:14][CH2:15][CH2:16][CH2:17][CH3:18])=[CH:8][CH:9]=2)[CH:4]=[CH:3][CH:2]=1 |f:2.3.4,5.6|. Reported procedure: A mixture of quinolin-6-ol (0.58 g., 4 mmol), heptyl isocyanate (0.77 ml, 4.8 mmol), potassium carbonate (0.56 g., 4 mmol) and sodium iodide (0.60 g., 4 mmol) in dry dimethylformamide (2 ml) was stirred at 50° C. for 12 hours. The reaction mixture was diluted with water (5 ml), extracted with ethyl acetate (2×5 ml) and chromatographed on silica gel with chloroform as an eluant to give (1b), yield: 0.50 g. (43.7%). Starting materials: CSC=1SC(C(N1)=O)=CC=1C=C2C=NC=NC2=CC1 (2-methylsulfanyl-5-quinazolin-6-ylmethylene-thiazol-4-one), S1C(=CC=C1)CN (thiophene methyl amine), C(C)(C)N(CC)C(C)C (diisopropylethylamine). Solvent: C(C)#N (acetonitrile). Run at temperature 145 celsius. Yields the product N1=CN=CC2=CC(=CC=C12)\C=C/1\C(N=C(S1)NCC=1SC=CC1)=O (5-[1-quinazolin-6-yl-meth-(Z)-ylidene]-2-[(thiophen-2-ylmethyl)-amino]-thiazol-4-one). As a reaction SMILES: CS[C:3]1[S:4][C:5](=[CH:9][C:10]2[CH:11]=[C:12]3[C:17](=[CH:18][CH:19]=2)[N:16]=[CH:15][N:14]=[CH:13]3)[C:6](=[O:8])[N:7]=1.[S:20]1[CH:24]=[CH:23][CH:22]=[C:21]1[CH2:25][NH2:26].C(N(C(C)C)CC)(C)C>C(#N)C>[N:16]1[C:17]2[C:12](=[CH:11][C:10](/[CH:9]=[C:5]3/[C:6](=[O:8])[N:7]=[C:3]([NH:26][CH2:25][C:21]4[S:20][CH:24]=[CH:23][CH:22]=4)[S:4]/3)=[CH:19][CH:18]=2)[CH:13]=[N:14][CH:15]=1. Procedure: The suspension of 2-methylsulfanyl-5-quinazolin-6-ylmethylene-thiazol-4-one (example 1c, 58 mg, 0.2 mmol), thiophene methyl amine (45.3 mg, 0.4 mmol) and diisopropylethylamine (DIEA) (70 uL, 0.4 mmol) in acetonitrile (1 mL) was heated to 145° C. by microwave for 20 min. After cooling to room temperature, the solid was collected by filtration, washed with a small amount of acetonitrile and dried. Flash chromatography (Merck Silica gel 60, 230-400 mesh, 0%-5% methanol in methylene chloride in 30 m...